The task is: describe an organic reaction: reactants, conditions, products, and yield. This data is from the Open Reaction Database (ORD), a public repository of structured organic reaction records. Reactants: FC(C=1C=C(C(=O)N2[C@@H](CN(CC2)CC=2C=NN(C2)C(C2=CC=CC=C2)(C2=CC=CC=C2)C2=CC=CC=C2)CC2=CC(=C(C=C2)C)OCOCCOC)C=C(C1)C(F)(F)F)(F)F ((2R)-1-[3,5-bis(trifluoromethyl)-benzoyl]-2-[3-[(2-methoxyethoxy)methoxy]-4-methylbenzyl]-4-[(1-trityl-1H-pyrazol-4-yl)methyl]piperazine), Cl (hydrochloric acid), [Cl-].[Na+] (sodium chloride), [OH-].[Na+] (sodium hydroxide). The solvent is O1CCOCC1 (1,4-dioxane). Run at temperature 40 celsius, time 7 hour. The product is FC(C=1C=C(C(=O)N2[C@@H](CN(CC2)CC=2C=NNC2)CC2=CC(=C(C=C2)C)OCOCCOC)C=C(C1)C(F)(F)F)(F)F ((2R)-1-[3,5-bis(trifluoromethyl)benzoyl]-2-[3-[(2-methoxyethoxy)methoxy]-4-methylbenzyl]-4-[(1H-pyrazol-4-yl)-methyl]piperazine). The yield is 67.7%. As a reaction SMILES: [F:1][C:2]([F:62])([F:61])[C:3]1[CH:4]=[C:5]([CH:54]=[C:55]([C:57]([F:60])([F:59])[F:58])[CH:56]=1)[C:6]([N:8]1[CH2:13][CH2:12][N:11]([CH2:14][C:15]2[CH:16]=[N:17][N:18](C(C3C=CC=CC=3)(C3C=CC=CC=3)C3C=CC=CC=3)[CH:19]=2)[CH2:10][C@H:9]1[CH2:39][C:40]1[CH:45]=[CH:44][C:43]([CH3:46])=[C:42]([O:47][CH2:48][O:49][CH2:50][CH2:51][O:52][CH3:53])[CH:41]=1)=[O:7].Cl.[OH-].[Na+].[Cl-].[Na+]>O1CCOCC1>[F:62][C:2]([F:1])([F:61])[C:3]1[CH:4]=[C:5]([CH:54]=[C:55]([C:57]([F:59])([F:58])[F:60])[CH:56]=1)[C:6]([N:8]1[CH2:13][CH2:12][N:11]([CH2:14][C:15]2[CH:19]=[N:18][NH:17][CH:16]=2)[CH2:10][C@H:9]1[CH2:39][C:40]1[CH:45]=[CH:44][C:43]([CH3:46])=[C:42]([O:47][CH2:48][O:49][CH2:50][CH2:51][O:52][CH3:53])[CH:41]=1)=[O:7] |f:2.3,4.5|. Procedure: To a solution of (2R)-1-[3,5-bis(trifluoromethyl)-benzoyl]-2-[3-[(2-methoxyethoxy)methoxy]-4-methylbenzyl]-4-[(1-trityl-1H-pyrazol-4-yl)methyl]piperazine (1.184 g) in 1,4-dioxane (118 ml) was added 1N hydrochloric acid (71 ml) and the resulting mixture was stirred at 40° C. for 7 hours. After cooling, the pH of the mixture was adjusted to 7 with 4N sodium hydroxide solution and sodium chloride was added to the mixture. The organic layer was separated, dried over magnesium sulfate, and evaporated...